The task is: describe an organic reaction: reactants, conditions, products, and yield. This data is from the Open Reaction Database (ORD), a public repository of structured organic reaction records. Reactants: FC=1C=C(C=CC1F)[N+](=O)[O-] (3,4-Difluoronitrobenzene), N1CCCCC1 (piperidine). The solvent is O (H2O). Product: FC1=C(C=CC(=C1)[N+](=O)[O-])N1CCCCC1 (1-(2-fluoro-4-nitrophenyl)piperidine). As a reaction SMILES: [F:1][C:2]1[CH:3]=[C:4]([N+:9]([O-:11])=[O:10])[CH:5]=[CH:6][C:7]=1F.[NH:12]1[CH2:17][CH2:16][CH2:15][CH2:14][CH2:13]1>O>[F:1][C:2]1[CH:3]=[C:4]([N+:9]([O-:11])=[O:10])[CH:5]=[CH:6][C:7]=1[N:12]1[CH2:17][CH2:16][CH2:15][CH2:14][CH2:13]1. Reported procedure: 3,4-Difluoronitrobenzene (1.4 mL, 2.01 g, 12.7 mmol) in piperidine (4 mL, 40.4 mmol) was heated in a sealed tube at 130° C. for 2 hours. The mixture was allowed to cool to room temperature and poured into H2O (150 mL). The title compound was separated by pipette. 1H NMR (300 MHz, DMSO-d6) δ 7.95-8.01 (m, 2H), 7.11-7.18 (m, 1H), 3.26-3.29 (m, 4H), 1.62-1.68 (m, 6H); MS (ESI+) m/z 225 (M+H)+. Reactants: CCO, FC(F)(Cl)C(F)(Cl)C(F)(F)C(F)(F)CCI, [K+], [OH-], O. The product is C=CC(F)(F)C(F)(F)C(F)(Cl)C(F)(F)Cl. Reaction SMILES: [CH3:17][CH2:18][OH:19].[Cl:1][C:2]([C:3]([C:4]([C:5]([CH2:6][CH2:7][I:8])([F:9])[F:10])([F:11])[F:12])([F:13])[Cl:14])([F:15])[F:16].[K+:21].[OH-:20].[OH2:22]>>[Cl:1][C:2]([C:3]([C:4]([C:5]([CH:6]=[CH2:7])([F:9])[F:10])([F:11])[F:12])([F:13])[Cl:14])([F:15])[F:16]. Reactants: CC1=NNC(=C1C1=CC2=C(C=C1)OCO2)N (3-Methyl-4-(3,4-methylenedioxyphenyl)-1H-pyrazol-5-amine), C1(=CC=CC=C1)C(CC(=O)OCC)=O (ethyl 3-phenyl-3-oxopropanoate). The solvent is N1=CC=CC=C1 (pyridine). Product: C1OC=2C=C(C=CC2O1)C=1C(=NN2C1NC(C=C2C2=CC=CC=C2)=O)C (3-(3,4-methylenedioxyphenyl)-7-phenyl-2-methylpyrazolo[1,5-a]pyrimidin-5(4H)-one). As a reaction SMILES: [CH3:1][C:2]1[C:6]([C:7]2[CH:12]=[CH:11][C:10]3[O:13][CH2:14][O:15][C:9]=3[CH:8]=2)=[C:5]([NH2:16])[NH:4][N:3]=1.[C:17]1([C:23](=O)[CH2:24][C:25](OCC)=[O:26])[CH:22]=[CH:21][CH:20]=[CH:19][CH:18]=1>N1C=CC=CC=1>[CH2:14]1[O:13][C:10]2[CH:11]=[CH:12][C:7]([C:6]3[C:2]([CH3:1])=[N:3][N:4]4[C:23]([C:17]5[CH:22]=[CH:21][CH:20]=[CH:19][CH:18]=5)=[CH:24][C:25](=[O:26])[NH:16][C:5]=34)=[CH:8][C:9]=2[O:15]1. Reported procedure: 3-Methyl-4-(3,4-methylenedioxyphenyl)-1H-pyrazol-5-amine (300 mg) and ethyl 3-phenyl-3-oxopropanoate (318 mg) are stirred overnight in a pyridine (10 mL) solvent at 95° C. After cooling to room temperature, the reaction solvent is removed by distillation under reduced pressure. The remainder is extracted with ethyl acetate and water. The extracted organic layer is washed with brine and dehydrated with anhydrous MgSO4. The dehydrated organic layer is distilled under reduced pressure 330 mg of the... Starting materials: C1(=CC=CC=C1)C(C1=CC=CC=C1)(C1=CC=CC=C1)N[C@@H]1CC[C@H](CC1)O (trans-4-triphenylmethylaminocyclohexanol), [H-].[Na+] (sodium hydride), O1C(=NC2=C1C=CC=C2)C2=CC=C(CBr)C=C2 (4-(benzoxazol-2-yl)benzyl bromide). The solvent is C1CCOC1 (THF). Yields the product C1(=CC=CC=C1)C(C1=CC=CC=C1)(C1=CC=CC=C1)N[C@@H]1CC[C@H](CC1)OCC1=CC=C(C=C1)C=1OC2=C(N1)C=CC=C2 (trans-4-triphenylmethylamino-[4-(benzoxazol-2-yl)benzyloxy]cyclohexane). As a reaction SMILES: [C:1]1([C:7]([NH:20][C@H:21]2[CH2:26][CH2:25][C@H:24]([OH:27])[CH2:23][CH2:22]2)([C:14]2[CH:19]=[CH:18][CH:17]=[CH:16][CH:15]=2)[C:8]2[CH:13]=[CH:12][CH:11]=[CH:10][CH:9]=2)[CH:6]=[CH:5][CH:4]=[CH:3][CH:2]=1.[H-].[Na+].[O:30]1[C:34]2[CH:35]=[CH:36][CH:37]=[CH:38][C:33]=2[N:32]=[C:31]1[C:39]1[CH:46]=[CH:45][C:42]([CH2:43]Br)=[CH:41][CH:40]=1>C1COCC1>[C:1]1([C:7]([NH:20][C@H:21]2[CH2:26][CH2:25][C@H:24]([O:27][CH2:43][C:42]3[CH:45]=[CH:46][C:39]([C:31]4[O:30][C:34]5[CH:35]=[CH:36][CH:37]=[CH:38][C:33]=5[N:32]=4)=[CH:40][CH:41]=3)[CH2:23][CH2:22]2)([C:8]2[CH:13]=[CH:12][CH:11]=[CH:10][CH:9]=2)[C:14]2[CH:15]=[CH:16][CH:17]=[CH:18][CH:19]=2)[CH:6]=[CH:5][CH:4]=[CH:3][CH:2]=1 |f:1.2|. Procedure details: To a mixture of trans-4-triphenylmethylaminocyclohexanol (3.18 g; 8.90 mmol) is 100 ml THF is added sodium hydride (60%; 0.320 g; 13.35 mmol) and this is followed by the addition of 4-(benzoxazol-2-yl)benzyl bromide after about 1 hr. The mixture is heated at reflux for 1 week, cooled, concentrated in vacuo and dissolved in about 40 ml CH2Cl2 ; hexane:ethylacetate (9:1 ). The solid material is filtered off and the residue flash chromatographed using hexane:ethylacetate; 7:1 to obtain trans-4-trip...